Dataset: the Open Reaction Database (ORD), a public repository of structured organic reaction records. Task: describe an organic reaction: reactants, conditions, products, and yield The reactants are C(C(=O)Cl)(=O)Cl (Oxalyl chloride), C(C)OC(=O)[C@H](C[C@@H](C(=O)O)CC1=CC=CC=C1)CC1=CC=CC=C1 (4-ethoxycarbonyl-(R*,R*)-2,4-dibenzylbutyric acid). Solvent: C(Cl)Cl (methylene chloride). Reaction conditions: time 8 hour. The product is C(C)OC(=O)[C@H](C[C@@H](C(=O)Cl)CC1=CC=CC=C1)CC1=CC=CC=C1 (4-ethoxycarbonyl-(R*,R*)-2,4-dibenzylbutyryl chloride). RXN SMILES: C(Cl)(=O)C([Cl:4])=O.[CH2:7]([O:9][C:10]([C@@H:12]([CH2:25][C:26]1[CH:31]=[CH:30][CH:29]=[CH:28][CH:27]=1)[CH2:13][C@H:14]([CH2:18][C:19]1[CH:24]=[CH:23][CH:22]=[CH:21][CH:20]=1)[C:15](O)=[O:16])=[O:11])[CH3:8]>C(Cl)Cl>[CH2:7]([O:9][C:10]([C@@H:12]([CH2:25][C:26]1[CH:31]=[CH:30][CH:29]=[CH:28][CH:27]=1)[CH2:13][C@H:14]([CH2:18][C:19]1[CH:24]=[CH:23][CH:22]=[CH:21][CH:20]=1)[C:15]([Cl:4])=[O:16])=[O:11])[CH3:8]. Procedure details: The starting material is prepared as follows: 4.0 g of trans-2,4-dibenzyl glutaric anhydride is refluxed in 40 ml of ethanol:toluene (3:2) overnight. The reaction mixture is concentrated to yield 4-ethoxycarbonyl-(R*,R*) -2,4-dibenzylbutyric acid as an oil. Oxalyl chloride (3.5 ml) is added to the solution of 4.5 g of 4-ethoxycarbonyl-(R*,R*)-2,4-dibenzylbutyric acid in 10 ml of methylene chloride. The mixture is stirred at room temperature overnight and evaporated to yield 4-ethoxycarbonyl-(R*,... Starting materials: CC1(C)C(C=C(Cl)Cl)C1(C#N)C(=O)O, CN(C)C=O, N, O. The product is CC1(C)C(C#N)C1C=C(Cl)Cl. RXN SMILES: [C:1](#[N:2])[C:3]1([C:12]([OH:13])=[O:14])[CH:4]([CH:8]=[C:9]([Cl:10])[Cl:11])[C:5]1([CH3:6])[CH3:7].[CH3:16][N:17]([CH3:18])[CH:19]=[O:20].[NH3:15].[OH2:21]>>[C:1](#[N:2])[CH:3]1[CH:4]([CH:8]=[C:9]([Cl:10])[Cl:11])[C:5]1([CH3:6])[CH3:7]. As a reaction SMILES: [CH3:21][OH:22].[Cu:12][C:13]#[N:14].[F:1][c:2]1[c:3]2[cH:4][cH:5][nH:6][c:7]2[c:8]([Br:11])[cH:9][cH:10]1.[NH3:15].[O:16]=[CH:17][N:18]([CH3:19])[CH3:20]>>[F:1][c:2]1[c:3]2[cH:4][cH:5][nH:6][c:7]2[c:8]([C:13]#[N:14])[cH:9][cH:10]1. Product: N#Cc1ccc(F)c2cc[nH]c12. The reactants are CO, N#C[Cu], Fc1ccc(Br)c2[nH]ccc12, N, CN(C)C=O. Reactants: CC(C)([O-])C.[K+] (potassium tert-butoxide), CN1CCCC1=O (NMP), CN1CCCC1=O (NMP), NC1=C(C=C(C(=O)OC)C=C1)C#CC1=NCN(C=C1)NC (methyl 4-amino-3-(1-methylaminopyrimidin-4-yl)ethynylbenzoate). Run at time 24 hour. Product: CNC1=NC=CC(=N1)C=1NC2=CC=C(C=C2C1)C(=O)OC (methyl 2-(2-methylaminopyrimidin-4-yl)-1H-indole-5-carboxylate). As a reaction SMILES: CC(C)([O-])C.[K+].[NH2:7][C:8]1[CH:17]=[CH:16][C:11]([C:12]([O:14][CH3:15])=[O:13])=[CH:10][C:9]=1[C:18]#[C:19][C:20]1[CH:25]=[CH:24][N:23](NC)[CH2:22][N:21]=1.[CH3:28][N:29]1C(=O)CCC1>>[CH3:28][NH:29][C:22]1[N:21]=[C:20]([C:19]2[NH:7][C:8]3[C:9]([CH:18]=2)=[CH:10][C:11]([C:12]([O:14][CH3:15])=[O:13])=[CH:16][CH:17]=3)[CH:25]=[CH:24][N:23]=1 |f:0.1|. Procedure details: 73 mg (0.7 mmol) of potassium tert-butoxide were dissolved in 1 ml of NMP and admixed with a solution of 140 mg (0.5 mmol) of methyl 4-amino-3-(1-methylaminopyrimidin-4-yl)ethynylbenzoate in 1 ml of NMP. Subsequently, stirring was continued at RT for 24 h. Aqueous workup afforded 115 mg of methyl 2-(2-methylaminopyrimidin-4-yl)-1H-indole-5-carboxylate (HPLC: 92.3 area %). The reactants are BrC1=C(C=O)C=C(C(=C1OC)OC)OC (2-bromo-3,4,5-trimethoxybenzaldehyde), BrC1=C(C=O)C=C(C(=C1OC)OC)OC (2-bromo-3,4,5-trimethoxybenzaldehyde), CS(=O)(=O)OC1=C(C(=CC=C1OC)Br)C=O (3-bromo-2-formyl-6-methoxyphenyl methanesulfonate), CS(=O)(=O)OC1=C(C(=CC=C1OC)Br)C=O (3-bromo-2-formyl-6-methoxyphenyl methanesulfonate). Reagents/catalysts: [Cu] (copper bronze). Solvent: C(C)(=O)OCC (ethyl acetate), CN(C)C=O (DMF), CN(C)C=O (DMF). Reaction conditions: temperature 165 celsius, time 3 hour. The product is CS(=O)(=O)OC=1C(=C(C=CC1OC)C1=C(C(=C(C=C1C=O)OC)OC)OC)C=O (2,6′-diformyl-4,2′,3′,4′-tetramethoxybiphenyl-3-yl methanesulfonate). The yield is 43.7%. RXN SMILES: Br[C:2]1[C:9]([O:10][CH3:11])=[C:8]([O:12][CH3:13])[C:7]([O:14][CH3:15])=[CH:6][C:3]=1[CH:4]=[O:5].[CH3:16][S:17]([O:20][C:21]1[C:26]([O:27][CH3:28])=[CH:25][CH:24]=[C:23](Br)[C:22]=1[CH:30]=[O:31])(=[O:19])=[O:18]>CN(C=O)C.C(OCC)(=O)C.[Cu]>[CH3:16][S:17]([O:20][C:21]1[C:22]([CH:30]=[O:31])=[C:23]([C:2]2[C:3]([CH:4]=[O:5])=[CH:6][C:7]([O:14][CH3:15])=[C:8]([O:12][CH3:13])[C:9]=2[O:10][CH3:11])[CH:24]=[CH:25][C:26]=1[O:27][CH3:28])(=[O:19])=[O:18]. Reported procedure: To a suspension of copper bronze (0.646 g, 10 mmol) in anhydrous DMF (2 mL) was added a solution of 2-bromo-3,4,5-trimethoxybenzaldehyde (0.80 g, 2.91 mmol) and 3-bromo-2-formyl-6-methoxyphenyl methanesulfonate (0.30 g, 0.97 mmol) in anhydrous DMF (1 mL) and the suspension was stirred at 165° C. for 3 hours. TLC indicated the presence of unreacted 3-bromo-2-formyl-6-methoxyphenyl methanesulfonate and a further portion of 2-bromo-3,4,5-trimethoxybenzaldehyde (100 mg) was added. After a further 1 ... Reactants: C(C)(C)(C)OC(NC(CC1=CC(=C(C(=C1)Cl)NC(CBr)=O)Cl)=NC(CC(=NOCC)C1=CC=C(C=C1)OCC=C)=O)=O (tert-butyl-1-(3-(4-(allyloxy)phenyl)-3-(ethoxyimino)-propanoylimino)-2-(4-(2-bromoacetamido)-3,5-dichlorophenyl)ethylcarbamate), Cl.C(CCC=C)N (pent-4-en-1-amine hydrochloride), C(C)(C)N(CC)C(C)C (diisopropylethylamine). Solvent: ClCCl (dichloromethane). Conditions: time 4 hour. The product is C(C)(C)(C)OC(NC(CC1=CC(=C(C(=C1)Cl)NC(CNCCCCC=C)=O)Cl)=NC(CC(=NOCC)C1=CC=C(C=C1)OCC=C)=O)=O (tert-Butyl-1-(3-(4-(allyloxy)phenyl)-3-(ethoxyimino)-propanoylimino)-2-(4-(2-(hex-5-enylamino)acetamido)-3,5-dichlorophenyl)ethyl-carbamate). As a reaction SMILES: [C:1]([O:5][C:6](=[O:42])[NH:7][C:8](=[N:23][C:24](=[O:41])[CH2:25][C:26]([C:31]1[CH:36]=[CH:35][C:34]([O:37][CH2:38][CH:39]=[CH2:40])=[CH:33][CH:32]=1)=[N:27][O:28][CH2:29][CH3:30])[CH2:9][C:10]1[CH:15]=[C:14]([Cl:16])[C:13]([NH:17][C:18](=[O:21])[CH2:19]Br)=[C:12]([Cl:22])[CH:11]=1)([CH3:4])([CH3:3])[CH3:2].Cl.[CH2:44]([NH2:49])[CH2:45][CH2:46][CH:47]=[CH2:48].[CH:50](N(C(C)C)CC)(C)C>ClCCl>[C:1]([O:5][C:6](=[O:42])[NH:7][C:8](=[N:23][C:24](=[O:41])[CH2:25][C:26]([C:31]1[CH:36]=[CH:35][C:34]([O:37][CH2:38][CH:39]=[CH2:40])=[CH:33][CH:32]=1)=[N:27][O:28][CH2:29][CH3:30])[CH2:9][C:10]1[CH:15]=[C:14]([Cl:16])[C:13]([NH:17][C:18](=[O:21])[CH2:19][NH:49][CH2:44][CH2:45][CH2:46][CH2:47][CH:48]=[CH2:50])=[C:12]([Cl:22])[CH:11]=1)([CH3:4])([CH3:3])[CH3:2] |f:1.2|. Procedure details: To a solution of tert-butyl-1-(3-(4-(allyloxy)phenyl)-3-(ethoxyimino)-propanoylimino)-2-(4-(2-bromoacetamido)-3,5-dichlorophenyl)ethylcarbamate (60 mg) in dichloromethane (0.30 mL) at room temperature was added pent-4-en-1-amine hydrochloride (47 mg) and diisopropylethylamine (76 μL), and the resulting solution was stirred at room temperature for 4 h. The solvents were removed in vacuo to give the title compound as a white solid, which was used in Step B without purification. retention time: 2.1...